Dataset: the Open Reaction Database (ORD), a public repository of structured organic reaction records. Task: describe an organic reaction: reactants, conditions, products, and yield Starting materials: BrCc1ccccc1SCc1ccccc1, CCNc1ccc(C(=O)OC)cn1, [H-], [Na+], CN(C)C=O. Product: COC(=O)c1ccc(NCCCc2ccccc2SCc2ccccc2)nc1. As a reaction SMILES: [Br:16][CH2:17][c:18]1[c:19]([S:24][CH2:25][c:26]2[cH:27][cH:28][cH:29][cH:30][cH:31]2)[cH:20][cH:21][cH:22][cH:23]1.[CH3:1][O:2][C:3]([c:4]1[cH:5][n:6][c:7]([NH:10][CH2:11][CH3:12])[cH:8][cH:9]1)=[O:13].[H-:14].[Na+:15].[O:32]=[CH:33][N:34]([CH3:35])[CH3:36]>>[CH3:1][O:2][C:3]([c:4]1[cH:5][n:6][c:7]([NH:10][CH2:11][CH2:12][CH2:17][c:18]2[c:19]([S:24][CH2:25][c:26]3[cH:27][cH:28][cH:29][cH:30][cH:31]3)[cH:20][cH:21][cH:22][cH:23]2)[cH:8][cH:9]1)=[O:13]. Reactants: NC1=C(C=C(C(N)=S)C=C1)[N+](=O)[O-] (4-Amino-3-nitrobenzothioamide), ClCC=O (chloroacetaldehyde). Run in C(C)O (ethanol). Reaction conditions: temperature 80 celsius. The product is [N+](=O)([O-])C1=C(C=CC(=C1)C=1SC=CN1)N (2-Nitro-4-(thiazol-2-yl)benzenamine). Isolated yield 18.6%. As a reaction SMILES: [NH2:1][C:2]1[CH:10]=[CH:9][C:5]([C:6](=[S:8])[NH2:7])=[CH:4][C:3]=1[N+:11]([O-:13])=[O:12].Cl[CH2:15][CH:16]=O>C(O)C>[N+:11]([C:3]1[CH:4]=[C:5]([C:6]2[S:8][CH:15]=[CH:16][N:7]=2)[CH:9]=[CH:10][C:2]=1[NH2:1])([O-:13])=[O:12]. Procedure: To a stirred suspension of 220 (500 mg, 2.53 mmol) in ethanol (15 mL) was added chloroacetaldehyde (50% solution in water, 0.796 ml, 5.0 mmol). The mixture was heated at 80° C. for 18 hours, evaporated under reduced pressure and the residue was dissolved in DCM, washed with brine, dried with sodium sulfate and concentrated. The crude material was purified by flash chromatography on silica gel, eluents hexane-EtOAc (4:1), then EtOAC (100%), to afford the title compound 221a (104 mg, 19% yield). 1... The reactants are BrCCC1=CC=C(O[Si](C)(C)C(C)(C)C)C=C1 ([4-(2-bromoethyl)phenoxy](tert-butyl)dimethylsilane), NC[C@H](O)C1=CC2=C(OC(OC2)(C)C)C=C1 ((1R)-2-amino-1-(2,2-dimethyl-4H-1,3-benzodioxin-6-yl)ethanol), P(=O)([O-])([O-])[O-] (Phosphate). Run in CN(C)C=O (DMF). Run at temperature 20 celsius, time 9.5 hour. Product: N (ammonia), [Si](C)(C)(C(C)(C)C)OC1=CC=C(C=C1)CCNC[C@H](O)C1=CC2=C(OC(OC2)(C)C)C=C1 ((1R)-2-{[2-(4-{[tert-Butyl(dimethyl)silyl]oxy}phenyl)ethyl]amino}-1-(2,2-dimethyl-4H-1,3-benzodioxin-6-yl)ethanol). The yield is 142.6%. Reaction SMILES: Br[CH2:2][CH2:3][C:4]1[CH:17]=[CH:16][C:7]([O:8][Si:9]([C:12]([CH3:15])([CH3:14])[CH3:13])([CH3:11])[CH3:10])=[CH:6][CH:5]=1.[NH2:18][CH2:19][C@@H:20]([C:22]1[CH:33]=[CH:32][C:25]2[O:26][C:27]([CH3:31])([CH3:30])[O:28][CH2:29][C:24]=2[CH:23]=1)[OH:21].P([O-])([O-])([O-])=O>CN(C=O)C>[NH3:18].[Si:9]([O:8][C:7]1[CH:16]=[CH:17][C:4]([CH2:3][CH2:2][NH:18][CH2:19][C@@H:20]([C:22]2[CH:33]=[CH:32][C:25]3[O:26][C:27]([CH3:30])([CH3:31])[O:28][CH2:29][C:24]=3[CH:23]=2)[OH:21])=[CH:5][CH:6]=1)([C:12]([CH3:15])([CH3:14])[CH3:13])([CH3:11])[CH3:10]. Reported procedure: A solution of [4-(2-bromoethyl)phenoxy](tert-butyl)dimethylsilane (479 mg) in DMF (20 ml) under nitrogen was treated with (1R)-2-amino-1-(2,2-dimethyl-4H-1,3-benzodioxin-6-yl)ethanol (678 mg) and the mixture was stirred at 20° C. for 9.5 h. Phosphate buffer solution (pH 6.5) was added and the mixture was extracted with EtOAc. The extract was washed with water and dried (Na2SO4). Solvent evaporation in vacuo gave a residue which was purified by SPE (10 g). Elution with DCM then DCM-EtOH-0.880 amm... Reactants: CN(C)CCCN1C=2C=CC=CC2CCC3=C1C=CC=C3.Cl (imipramine HCl), C1=CC=C2C(=C1)C=C(C(=C2CC3=C(C(=CC4=CC=CC=C43)C(=O)O)O)O)C(=O)O.[Na+] (disodium pamoate), Imipramine Pamoate-(Form VI)—A, C1=CC=C2C(=C1)C=C(C(=C2CC3=C(C(=CC4=CC=CC=C43)C(=O)O)O)O)C(=O)O.[Na+] (disodium pamoate). The solvent is O (water), O (water). Reaction conditions: temperature 41 celsius. The product is CN(C)CCCN1C=2C=CC=CC2CCC3=C1C=CC=C3.Cl (imipramine HCl), CN(C)CCCN1C=2C=CC=CC2CCC3=C1C=CC=C3.C=1C=CC=2C(C1)=CC(=C(C2CC3=C4C=CC=CC4=CC(=C3O)C(=O)O)O)C(=O)O (Imipramine pamoate). Yield: 92.6%. As a reaction SMILES: [CH:1]1[CH:6]=[C:5]2[CH:7]=[C:8]([C:27]([OH:29])=[O:28])[C:9]([OH:26])=[C:10]([CH2:11][C:12]3[C:21]4[C:16](=[CH:17][CH:18]=[CH:19][CH:20]=4)[CH:15]=[C:14]([C:22]([OH:24])=[O:23])[C:13]=3[OH:25])[C:4]2=[CH:3][CH:2]=1.[Na+].[CH3:31][N:32]([CH2:34][CH2:35][CH2:36][N:37]1[C:47]2[CH:48]=[CH:49][CH:50]=[CH:51][C:46]=2[CH2:45][CH2:44][C:43]2[CH:42]=[CH:41][CH:40]=[CH:39][C:38]1=2)[CH3:33].[ClH:52]>O>[CH3:31][N:32]([CH2:34][CH2:35][CH2:36][N:37]1[C:38]2[CH:39]=[CH:40][CH:41]=[CH:42][C:43]=2[CH2:44][CH2:45][C:46]2[CH:51]=[CH:50][CH:49]=[CH:48][C:47]1=2)[CH3:33].[ClH:52].[CH3:31][N:32]([CH2:34][CH2:35][CH2:36][N:37]1[C:38]2[CH:39]=[CH:40][CH:41]=[CH:42][C:43]=2[CH2:44][CH2:45][C:46]2[CH:51]=[CH:50][CH:49]=[CH:48][C:47]1=2)[CH3:33].[CH:1]1[CH:2]=[CH:3][C:4]2[C:5](=[CH:7][C:8]([C:27]([OH:29])=[O:28])=[C:9]([OH:26])[C:10]=2[CH2:11][C:12]2[C:13]([OH:25])=[C:14]([C:22]([OH:24])=[O:23])[CH:15]=[C:16]3[C:21]=2[CH:20]=[CH:19][CH:18]=[CH:17]3)[CH:6]=1 |f:0.1,2.3,5.6,7.8|. Procedure details: Synthesis of Imipramine Pamoate-(Form VI)—A solution of disodium pamoate (43.88 g) in water (446.0 g) was prepared at a pH of about 9.5. A solution of imipramine HCl (63.38 g) in water (485.0 g) was prepared at a pH of about 4.0. The imipramine HCl solution (552.7 g) was added to the disodium pamoate solution at a controlled rate over a period of about 2.5 hours. After complete addition, the mixture was warmed to near 40-42° C. over approximately 4 h. Stirring was continued for approximately 3 a... Starting materials: CC(C)(C)OC(=O)c1ccc(CCc2ccccc2)cc1NS(=O)(=O)Cc1ccccc1, O=C(O)C(F)(F)F. Yields the product O=C(O)c1ccc(CCc2ccccc2)cc1NS(=O)(=O)Cc1ccccc1. Reaction SMILES: [CH2:8]([c:9]1[cH:10][cH:11][cH:12][cH:13][cH:14]1)[S:15](=[O:16])(=[O:17])[NH:18][c:19]1[c:20]([C:21](=[O:22])[O:23][C:24]([CH3:25])([CH3:26])[CH3:27])[cH:28][cH:29][c:30]([CH2:32][CH2:33][c:34]2[cH:35][cH:36][cH:37][cH:38][cH:39]2)[cH:31]1.[OH:1][C:2]([C:3]([F:4])([F:5])[F:6])=[O:7]>>[CH2:8]([c:9]1[cH:10][cH:11][cH:12][cH:13][cH:14]1)[S:15](=[O:16])(=[O:17])[NH:18][c:19]1[c:20]([C:21](=[O:22])[OH:23])[cH:28][cH:29][c:30]([CH2:32][CH2:33][c:34]2[cH:35][cH:36][cH:37][cH:38][cH:39]2)[cH:31]1. The reactants are NCCSCC(=O)O (S-(β-aminoethyl)mercaptoacetic acid), COC(C)(C)OC (2,2-dimethoxy propane), Cl (hydrochloric acid). The solvent is CO (methanol). Reaction conditions: time 12 hour. The product is Cl.COC(=O)CSCCN (2-methoxycarbonylmethylthioethylamine hydrochloride). RXN SMILES: [NH2:1][CH2:2][CH2:3][S:4][CH2:5][C:6]([OH:8])=[O:7].[CH3:9]OC(OC)(C)C.[ClH:16]>CO>[ClH:16].[CH3:9][O:7][C:6]([CH2:5][S:4][CH2:3][CH2:2][NH2:1])=[O:8] |f:4.5|. Procedure: 13.5 g of S-(β-aminoethyl)mercaptoacetic acid and 10.8 g of 2,2-dimethoxy propane are added, successively, to a solution of 7.3 g of gaseous hydrochloric acid in 20 cc of methanol. The solution is permitted to stand for 12 hours at ambient temperature. The flakes formed (17.5 g) are filtered and washed with ethyl acetate. Fusion point = 100° C. The reactants are [H-], CCI, [Na+], C1CCOC1, O, COc1ccc(OC)c2c(OC)c(C(O)CCC(C)C)cc(OC)c12. The product is CCOC(CCC(C)C)c1cc(OC)c2c(OC)ccc(OC)c2c1OC. As a reaction SMILES: [H-:26].[I:28][CH2:29][CH3:30].[Na+:27].[O:32]1[CH2:33][CH2:34][CH2:35][CH2:36]1.[OH2:31].[OH:1][CH:2]([CH2:3][CH2:4][CH:5]([CH3:6])[CH3:7])[c:8]1[c:9]([O:24][CH3:25])[c:10]2[c:11]([O:22][CH3:23])[cH:12][cH:13][c:14]([O:20][CH3:21])[c:15]2[c:16]([O:18][CH3:19])[cH:17]1>>[O:1]([CH:2]([CH2:3][CH2:4][CH:5]([CH3:6])[CH3:7])[c:8]1[c:9]([O:24][CH3:25])[c:10]2[c:11]([O:22][CH3:23])[cH:12][cH:13][c:14]([O:20][CH3:21])[c:15]2[c:16]([O:18][CH3:19])[cH:17]1)[CH2:29][CH3:30]. Starting materials: O=c1c2cnn(-c3ccccc3)c2nc(-c2ccc(Br)cc2)n1-c1ccc(Cl)cc1, [K+], [K+], [K+], O=P([O-])([O-])[O-], c1c[nH]cn1. The product is O=c1c2cnn(-c3ccccc3)c2nc(-c2ccc(-n3ccnc3)cc2)n1-c1ccc(Cl)cc1. Reaction SMILES: [Br:1][c:2]1[cH:3][cH:4][c:5](-[c:8]2[n:9](-[c:24]3[cH:25][cH:26][c:27]([Cl:30])[cH:28][cH:29]3)[c:10](=[O:23])[c:11]3[c:12]([n:13]2)[n:14](-[c:17]2[cH:18][cH:19][cH:20][cH:21][cH:22]2)[n:15][cH:16]3)[cH:6][cH:7]1.[K+:41].[K+:42].[K+:43].[P:36]([O-:37])([O-:38])([O-:39])=[O:40].[nH:31]1[cH:32][n:33][cH:34][cH:35]1>>[c:2]1(-[n:31]2[cH:32][n:33][cH:34][cH:35]2)[cH:3][cH:4][c:5](-[c:8]2[n:9](-[c:24]3[cH:25][cH:26][c:27]([Cl:30])[cH:28][cH:29]3)[c:10](=[O:23])[c:11]3[c:12]([n:13]2)[n:14](-[c:17]2[cH:18][cH:19][cH:20][cH:21][cH:22]2)[n:15][cH:16]3)[cH:6][cH:7]1.